describe an organic reaction: reactants, conditions, products, and yield From a dataset of the Open Reaction Database (ORD), a public repository of structured organic reaction records. Starting materials: BrC1=CC2=C(C=N1)C=C(N2)C=2C=NN(C2)C (6-bromo-2-(1-methyl-1H-pyrazol-4-yl)-1H-pyrrolo[3,2-c]pyridine), C(C)OC(=O)Cl (ethylchloroformate). Yields the product C(C)OC(=O)N1C(=CC=2C=NC(=CC21)Br)C=2C=NN(C2)C (Ethyl-6-bromo-2-(1-methyl-1H-pyrazol-4-yl)-1H-pyrrolo[3,2-c]pyridine-1-carboxylate). Reaction SMILES: [Br:1][C:2]1[N:7]=[CH:6][C:5]2[CH:8]=[C:9]([C:11]3[CH:12]=[N:13][N:14]([CH3:16])[CH:15]=3)[NH:10][C:4]=2[CH:3]=1.[CH2:17]([O:19][C:20](Cl)=[O:21])[CH3:18]>>[CH2:17]([O:19][C:20]([N:10]1[C:4]2[CH:3]=[C:2]([Br:1])[N:7]=[CH:6][C:5]=2[CH:8]=[C:9]1[C:11]1[CH:12]=[N:13][N:14]([CH3:16])[CH:15]=1)=[O:21])[CH3:18]. Reported procedure: Prepared according to Preparation 128 using 6-bromo-2-(1-methyl-1H-pyrazol-4-yl)-1H-pyrrolo[3,2-c]pyridine (Preparation 22) and ethylchloroformate. 1H-NMR (500 MHz, CDCl3): δ 1.38 (t, J=7.1 Hz, 3H), 3.95 (s, 3H), 4.45 (q, J=7.1 Hz, 2H), 6.56 (s, 1H), 7.62 (s, 1H), 7.63 (s, 1H), 8.12 (s. 1H), 8.53 (s, 1H). Starting materials: CCOC(=O)c1cnn(Cc2nc(-c3cccc(C(F)(F)F)c3)c(C)s2)c1, CCO, Cl, [Na+], [OH-]. Product: Cc1sc(Cn2cc(C(=O)O)cn2)nc1-c1cccc(C(F)(F)F)c1. Reaction SMILES: [CH3:1][c:2]1[c:3](-[c:18]2[cH:19][c:20]([C:24]([F:25])([F:26])[F:27])[cH:21][cH:22][cH:23]2)[n:4][c:5]([CH2:7][n:8]2[n:9][cH:10][c:11]([C:13](=[O:14])[O:15][CH2:16][CH3:17])[cH:12]2)[s:6]1.[CH3:31][CH2:32][OH:33].[ClH:30].[Na+:29].[OH-:28]>>[CH3:1][c:2]1[c:3](-[c:18]2[cH:19][c:20]([C:24]([F:25])([F:26])[F:27])[cH:21][cH:22][cH:23]2)[n:4][c:5]([CH2:7][n:8]2[n:9][cH:10][c:11]([C:13](=[O:14])[OH:15])[cH:12]2)[s:6]1.